Dataset: the Open Reaction Database (ORD), a public repository of structured organic reaction records. Task: describe an organic reaction: reactants, conditions, products, and yield Reactants: N#CC1CC(F)CN1C(=O)CNC12CCC(C(=O)O)(CC1)CC2, NCc1cccs1. Yields the product N#CC1CC(F)CN1C(=O)CNC12CCC(C(=O)NCc3cccs3)(CC1)CC2. Reaction SMILES: [C:1](=[O:2])([OH:3])[C:4]12[CH2:5][CH2:6][C:7]([NH:12][CH2:13][C:14](=[O:15])[N:16]3[CH:17]([C:22]#[N:23])[CH2:18][CH:19]([F:21])[CH2:20]3)([CH2:8][CH2:9]1)[CH2:10][CH2:11]2.[s:24]1[c:25]([CH2:29][NH2:30])[cH:26][cH:27][cH:28]1>>[C:1](=[O:3])([C:4]12[CH2:5][CH2:6][C:7]([NH:12][CH2:13][C:14](=[O:15])[N:16]3[CH:17]([C:22]#[N:23])[CH2:18][CH:19]([F:21])[CH2:20]3)([CH2:8][CH2:9]1)[CH2:10][CH2:11]2)[NH:30][CH2:29][c:25]1[s:24][cH:28][cH:27][cH:26]1.